This data is from the Open Reaction Database (ORD), a public repository of structured organic reaction records. The task is: describe an organic reaction: reactants, conditions, products, and yield Reactants: Cl.N[C@H](CCCN)C(=O)O (D-ornithine monohydrochloride), [OH-].[Na+] (sodium hydroxide), C(=O)(OCC1=CC=CC=C1)Cl (Carbobenzoxy chloride), [OH-].[Na+] (sodium hydroxide). The product is C(=O)(OCC1=CC=CC=C1)N[C@H](CCCNC(=O)OCC1=CC=CC=C1)C(=O)O (N,N'-dicarbobenzoxy-D-ornithine). Reaction SMILES: Cl.[NH2:2][C@@H:3]([C:8]([OH:10])=[O:9])[CH2:4][CH2:5][CH2:6][NH2:7].[OH-:11].[Na+].[C:13](Cl)([O:15][CH2:16][C:17]1[CH:22]=[CH:21][CH:20]=[CH:19][CH:18]=1)=[O:14]>>[C:13]([NH:2][C@@H:3]([C:8]([OH:10])=[O:9])[CH2:4][CH2:5][CH2:6][NH:7][C:13]([O:15][CH2:16][C:17]1[CH:22]=[CH:21][CH:20]=[CH:19][CH:18]=1)=[O:11])([O:15][CH2:16][C:17]1[CH:22]=[CH:21][CH:20]=[CH:19][CH:18]=1)=[O:14] |f:0.1,2.3|. Procedure: A solution of D-ornithine monohydrochloride in 60 ml. of 2N sodium hydroxide was cooled to 5°C. Carbobenzoxy chloride (20.4 g.) and 2N sodium hydroxide (64 ml.) were added in four equal portions over 1.0 hour with stirring. The mixture was stirred for an additional 0.5 hour in the cold, then extracted with diethyl ether. The aqueous portion was chilled and acidified (25 ml. 6N hydrochloric acid) and the resulting oil was extracted into ether containing some ethyl acetate. The organic phase was e... Reactants: C([O-])([O-])=O.[K+].[K+] (potassium carbonate), N(=[N+]=[N-])CCCCCCCCOC1=CC=C(C=C1)N=NC=1C=CC(=C(C(=O)O)C1)O (5-((4-(8-azidooctyloxy)phenyl)diazenyl)-2-hydroxybenzoic acid), S(=O)(=O)(OC)OC (Dimethyl sulfate). The solvent is CC(=O)C (acetone). Product: N(=[N+]=[N-])CCCCCCCCOC1=CC=C(C=C1)N=NC=1C=CC(=C(C(=O)OC)C1)O (Methyl 5-((4-(8-Azidooctyloxy)phenyl)diazenyl)-2-hydroxybenzoate). Yield: 50.5%. RXN SMILES: [N:1]([CH2:4][CH2:5][CH2:6][CH2:7][CH2:8][CH2:9][CH2:10][CH2:11][O:12][C:13]1[CH:18]=[CH:17][C:16]([N:19]=[N:20][C:21]2[CH:22]=[CH:23][C:24]([OH:30])=[C:25]([CH:29]=2)[C:26]([OH:28])=[O:27])=[CH:15][CH:14]=1)=[N+:2]=[N-:3].[C:31](=O)([O-])[O-].[K+].[K+].S(OC)(OC)(=O)=O>CC(C)=O>[N:1]([CH2:4][CH2:5][CH2:6][CH2:7][CH2:8][CH2:9][CH2:10][CH2:11][O:12][C:13]1[CH:14]=[CH:15][C:16]([N:19]=[N:20][C:21]2[CH:22]=[CH:23][C:24]([OH:30])=[C:25]([CH:29]=2)[C:26]([O:28][CH3:31])=[O:27])=[CH:17][CH:18]=1)=[N+:2]=[N-:3] |f:1.2.3|. Procedure: To a stirred solution of 5-((4-(8-azidooctyloxy)phenyl)diazenyl)-2-hydroxybenzoic acid (400 mg, 0.97 mmol) in acetone (20 mL) was added powdered anhydrous potassium carbonate (270 mg, 1.94 mmol). Dimethyl sulfate (92 mg, 0.97 mmol) was then added dropwise at room temperature. The reaction mixture was heated at reflux for 20 min and then allowed to cool to ambient temperature. Volatiles were removed in vacuo, the residue taken up in EtOAc (40 mL), the solution washed with water (2×20 mL), brine, ... Starting materials: NC=1C=C(C=CC1)N1C2=C(N=C(C1=O)CC1=CC=CC=C1)C=CC=N2 (4-(3-aminophenyl)-2-benzyl-3-oxo-3,4-dihydropyrido[2,3-b]pyrazine), [O-]C#N.[K+] (potassium cyanate). Run in C(C)(=O)O (acetic acid), O (water), O (water). Run at time 2 hour. Yields the product C(C1=CC=CC=C1)C1=NC2=C(N(C1=O)C1=CC(=CC=C1)NC(=O)N)N=CC=C2 (2-benzyl-3-oxo-4-(3-ureidophenyl)-3,4-dihydropyrido[2,3-b]pyrazine). The yield is 34.5%. Reaction SMILES: [NH2:1][C:2]1[CH:3]=[C:4]([N:8]2[C:13](=[O:14])[C:12]([CH2:15][C:16]3[CH:21]=[CH:20][CH:19]=[CH:18][CH:17]=3)=[N:11][C:10]3[CH:22]=[CH:23][CH:24]=[N:25][C:9]2=3)[CH:5]=[CH:6][CH:7]=1.[O-:26][C:27]#[N:28].[K+]>C(O)(=O)C.O>[CH2:15]([C:12]1[C:13](=[O:14])[N:8]([C:4]2[CH:5]=[CH:6][CH:7]=[C:2]([NH:1][C:27]([NH2:28])=[O:26])[CH:3]=2)[C:9]2[N:25]=[CH:24][CH:23]=[CH:22][C:10]=2[N:11]=1)[C:16]1[CH:21]=[CH:20][CH:19]=[CH:18][CH:17]=1 |f:1.2|. Procedure details: To a solution of 4-(3-aminophenyl)-2-benzyl-3-oxo-3,4-dihydropyrido[2,3-b]pyrazine (200 mg) in acetic acid (2 ml) and water (2 ml) was added solution of potassium cyanate (99 mg) in water (1 ml). The mixture was stirred at room temperature for 2 hours and concentrated. The residue was dissolved in ethyl acetate and washed with an aqueous sodium bicarbonate solution, and brine, dried over magnesium sulfate and concentrated. The residue was subjected to silica gel column chromatography (4% methano... Reactants: C(CCC)C1=C(C=C(N=N1)OC[C@@H]1CNCC[C@@H]1O)C1=CC=C(C=C1)OC1CCCCC1 ((±)-cis-3-[6-butyl-5-(4-cyclohexyloxy-phenyl)-pyridazin-3-yloxymethyl]-piperidin-4-ol), C=O (formaldehyde), C(C)(=O)O[BH-](OC(C)=O)OC(C)=O.[Na+] (sodium triacetoxyborohydride). The solvent is C(Cl)Cl (DCM), C(Cl)Cl (DCM). Reaction conditions: time 2 hour. Yields the product C(CCC)C1=C(C=C(N=N1)OC[C@@H]1CN(CC[C@@H]1O)C)C1=CC=C(C=C1)OC1CCCCC1 ((±)-cis-3-[6-butyl-5-(4-cyclohexyloxy-phenyl)-pyridazin-3-yloxymethyl]-1-methyl-piperidin-4-ol). As a reaction SMILES: [CH2:1]([C:5]1[N:10]=[N:9][C:8]([O:11][CH2:12][C@H:13]2[C@@H:18]([OH:19])[CH2:17][CH2:16][NH:15][CH2:14]2)=[CH:7][C:6]=1[C:20]1[CH:25]=[CH:24][C:23]([O:26][CH:27]2[CH2:32][CH2:31][CH2:30][CH2:29][CH2:28]2)=[CH:22][CH:21]=1)[CH2:2][CH2:3][CH3:4].C=O.[C:35](O[BH-](OC(=O)C)OC(=O)C)(=O)C.[Na+]>C(Cl)Cl>[CH2:1]([C:5]1[N:10]=[N:9][C:8]([O:11][CH2:12][C@H:13]2[C@@H:18]([OH:19])[CH2:17][CH2:16][N:15]([CH3:35])[CH2:14]2)=[CH:7][C:6]=1[C:20]1[CH:25]=[CH:24][C:23]([O:26][CH:27]2[CH2:32][CH2:31][CH2:30][CH2:29][CH2:28]2)=[CH:22][CH:21]=1)[CH2:2][CH2:3][CH3:4] |f:2.3|. Procedure details: To a stirred solution of (±)-cis-3-[6-butyl-5-(4-cyclohexyloxy-phenyl)-pyridazin-3-yloxymethyl]-piperidin-4-ol (0.27 mmol, 0.14 g) in DCM (1 mL) was added formaldehyde solution (1 mL) followed by sodium triacetoxyborohydride (0.5 g) and continued stirring the reaction mixture for 2 h at room temperature. The reaction mixture was diluted with DCM, separated the organic layer, dried, filtered and concentrated under reduced pressure. The residue was purified by flash silica gel column chromatograph... Starting materials: CCOC(=O)N1Cc2cccc(CO)c2C1, CC(C)O, [K+], [OH-], O. Product: OCc1cccc2c1CNC2. RXN SMILES: [CH2:1]([O:2][C:3](=[O:4])[N:6]1[CH2:7][c:8]2[cH:9][cH:10][cH:11][c:12]([CH2:15][OH:16])[c:13]2[CH2:14]1)[CH3:5].[CH:19]([OH:20])([CH3:21])[CH3:22].[K+:18].[OH-:17].[OH2:23]>>[NH:6]1[CH2:7][c:8]2[cH:9][cH:10][cH:11][c:12]([CH2:15][OH:16])[c:13]2[CH2:14]1. The reactants are BrCc1ccccc1, Br, CCN(C(C)C)C(C)C, Nc1nccn2c(=S)[nH]c(-c3cc4ccccc4[nH]3)c12, CN(C)C=O. The product is Nc1nccn2c(SCc3ccccc3)nc(-c3cc4ccccc4[nH]3)c12. As a reaction SMILES: [Br:22][CH2:23][c:24]1[cH:25][cH:26][cH:27][cH:28][cH:29]1.[BrH:1].[CH:30]([N:31]([CH2:32][CH3:33])[CH:34]([CH3:35])[CH3:36])([CH3:37])[CH3:38].[NH2:2][c:3]1[c:4]2[n:5]([cH:6][cH:7][n:8]1)[c:9](=[S:21])[nH:10][c:11]2-[c:12]1[nH:13][c:14]2[cH:15][cH:16][cH:17][cH:18][c:19]2[cH:20]1.[O:39]=[CH:40][N:41]([CH3:42])[CH3:43]>>[NH2:2][c:3]1[c:4]2[n:5]([cH:6][cH:7][n:8]1)[c:9]([S:21][CH2:23][c:24]1[cH:25][cH:26][cH:27][cH:28][cH:29]1)[n:10][c:11]2-[c:12]1[nH:13][c:14]2[cH:15][cH:16][cH:17][cH:18][c:19]2[cH:20]1. Reactants: C=CC(=O)OCC, CCO, CCOC(=O)C(C)C(N)Cc1ccccc1OC. The product is CCOC(=O)CCNC(Cc1ccccc1OC)C(C)C(=O)OCC. RXN SMILES: [C:19]([CH:20]=[CH2:21])(=[O:22])[O:23][CH2:24][CH3:25].[CH3:26][CH2:27][OH:28].[NH2:1][CH:2]([CH:3]([C:4](=[O:5])[O:6][CH2:7][CH3:8])[CH3:9])[CH2:10][c:11]1[c:12]([O:17][CH3:18])[cH:13][cH:14][cH:15][cH:16]1>>[NH:1]([CH:2]([CH:3]([C:4](=[O:5])[O:6][CH2:7][CH3:8])[CH3:9])[CH2:10][c:11]1[c:12]([O:17][CH3:18])[cH:13][cH:14][cH:15][cH:16]1)[CH2:21][CH2:20][C:19](=[O:22])[O:23][CH2:24][CH3:25]. Conditions: time 2 day. Procedure: Hex-5-ynal (20 g, 0.2M) and 1,3-propanedithiol (20 mL, 0.2 mmol) were stirred in 300 mL methylene chloride at 0°-5° C. and HCl(g) was bubbled into the solution for 10 minutes when it became cloudy. The mixture was stirred 2 days after which it was poured onto 100 mL of 10% KOH. The organics were washed again with 10% KOH (25 mL), then brine, and dried (MgSO4) before evaporation at reduced pressure. The residue was Kugelrohr distilled at 0.1 mm, oven 110° C. to give 27 g of product (72%). 1H NMR ... Product: C(CCC#C)C1SCCCS1 (2-(Pent-4-ynyl)-1,3-dithiane). The solvent is C(Cl)Cl (methylene chloride). Starting materials: C(CCCC#C)=O (Hex-5-ynal), C(CCS)S (1,3-propanedithiol). As a reaction SMILES: [CH:1](=O)[CH2:2][CH2:3][CH2:4][C:5]#[CH:6].[CH2:8]([SH:12])[CH2:9][CH2:10][SH:11]>C(Cl)Cl>[CH2:2]([CH:1]1[S:12][CH2:8][CH2:9][CH2:10][S:11]1)[CH2:3][CH2:4][C:5]#[CH:6]. Isolated yield 72449.2%. Product: NCCNC=1C(=NN(C1C)C)C (4-(2-Aminoethylamino)-1,3,5-trimethylpyrazole). Reaction SMILES: C1(=O)[N:5]([CH2:6][CH2:7][NH:8][C:9]2[C:10]([CH3:16])=[N:11][N:12]([CH3:15])[C:13]=2[CH3:14])C(=O)C2=CC=CC=C12.NC1C(C)=NN(C)C=1C.BrCCN1C(=O)C2=CC=CC=C2C1=O.C(=O)([O-])[O-].[K+].[K+]>C(#N)C>[NH2:5][CH2:6][CH2:7][NH:8][C:9]1[C:10]([CH3:16])=[N:11][N:12]([CH3:15])[C:13]=1[CH3:14] |f:3.4.5|. Solvent: C(C)#N (acetonitrile). Starting materials: C1(C=2C(C(N1CCNC=1C(=NN(C1C)C)C)=O)=CC=CC2)=O (4-(2-phthalimidoethylamino)-1,3,5-trimethylpyrazole), C([O-])([O-])=O.[K+].[K+] (potassium carbonate), NC=1C(=NN(C1C)C)C (4-amino-1,3,5-trimethylpyrazole), BrCCN1C(C=2C(C1=O)=CC=CC2)=O (N-(2-bromoethyl)-phthalimide). Procedure: The 4-(2-phthalimidoethylamino)-1,3,5-trimethylpyrazole used as starting material is obtained in good yield by reacting 4-amino-1,3,5-trimethylpyrazole with N-(2-bromoethyl)-phthalimide in acetonitrile in the presence of potassium carbonate for 16 hours under reflux. It is obtained in the form of yellowish crystals which melt at 122°-123° C., after recrystallization from ethanol. The reactants are C1(=CC=CC=C1)C1=NC(=CC=C1)C (2-phenyl-6-methyl-pyridine), C1=CC(=CC(=C1)Cl)C(=O)OO (mCPBA), C(=O)(O)[O-].[Na+] (NaHCO3), [O-]S(=O)(=S)[O-].[Na+].[Na+] (Na2S2O3). The solvent is C(Cl)(Cl)Cl (chloroform), C(Cl)(Cl)Cl (chloroform). Yields the product C1(=CC=CC=C1)C1=[N+](C(=CC=C1)C)[O-] (2-phenyl-6-methyl-pyridine-N-oxide). Reaction SMILES: [C:1]1([C:7]2[CH:12]=[CH:11][CH:10]=[C:9]([CH3:13])[N:8]=2)[CH:6]=[CH:5][CH:4]=[CH:3][CH:2]=1.C1C=C(Cl)C=C(C(OO)=[O:22])C=1.C([O-])(O)=O.[Na+].[O-]S([O-])(=S)=O.[Na+].[Na+]>C(Cl)(Cl)Cl>[C:1]1([C:7]2[CH:12]=[CH:11][CH:10]=[C:9]([CH3:13])[N+:8]=2[O-:22])[CH:2]=[CH:3][CH:4]=[CH:5][CH:6]=1 |f:2.3,4.5.6|. Procedure: While stirring at room temperature, 4.8 g (28.5 mmol) of 2-phenyl-6-methyl-pyridine were dissolved in 50 ml of chloroform after which a solution of 7.8 g of 75% mCPBA (33.9 mmol) in 75 ml of chloroform were added dropwise. The reaction mixture showed only a slight rise in temperature. After stirring for 1.5 hr, the reaction mixture was shaken twice with 5% aqueous NaHCO3 solution and twice with an aqueous solution of Na2S2O3 to remove the excess of mCPBA, after which the reaction mixture proved ...